Dataset: the Open Reaction Database (ORD), a public repository of structured organic reaction records. Task: describe an organic reaction: reactants, conditions, products, and yield Starting materials: COc1ccc2c(c1)CCC1C2CCC2(C)C(C(=O)O)=CCC12, O=C(Cl)C(=O)Cl, ClCCl. The product is COC(=O)C1=CCC2C3CCc4cc(OC)ccc4C3CCC12C. As a reaction SMILES: [CH3:1][O:2][c:3]1[cH:4][c:5]2[c:18]([cH:19][cH:20]1)[CH:17]1[CH:8]([CH2:7][CH2:6]2)[CH:9]2[CH2:10][CH:11]=[C:12]([C:21](=[O:22])[OH:23])[C:13]2([CH3:14])[CH2:15][CH2:16]1.[Cl:24][C:25]([C:26]([Cl:27])=[O:28])=[O:29].[Cl:30][CH2:31][Cl:32]>>[CH3:1][O:2][c:3]1[cH:4][c:5]2[c:18]([cH:19][cH:20]1)[CH:17]1[CH:8]([CH2:7][CH2:6]2)[CH:9]2[CH2:10][CH:11]=[C:12]([C:21](=[O:22])[O:23][CH3:25])[C:13]2([CH3:14])[CH2:15][CH2:16]1. Starting materials: C1(CCC1)N1CCC(CC1)OC1=CC=C(C=C1)I (1-cyclobutyl-4-(4-iodophenoxy)piperidine), C([O-])([O-])=O.[Cs+].[Cs+] (cesium carbonate), CN1C=C(C=C1)C(=O)O (methyl 1H-pyrrole-3-carboxylic acid), CNCCNC (N,N′-dimethylethylenediamine). Reagents/catalysts: [Cu](I)I (copper iodide). Run in C1(=CC=CC=C1)C (toluene), C(Cl)(Cl)Cl (chloroform). Conditions: temperature 110 celsius, time 4 hour. Product: C1(CCC1)N1CCC(CC1)OC1=CC=C(C=C1)N1C=C(C=C1)C(=O)OC (methyl 1-{4-[(1-cyclobutylpiperidin-4-yl)oxy]phenyl}-1H-pyrrole-3-carboxylate). As a reaction SMILES: [CH:1]1([N:5]2[CH2:10][CH2:9][CH:8]([O:11][C:12]3[CH:17]=[CH:16][C:15](I)=[CH:14][CH:13]=3)[CH2:7][CH2:6]2)[CH2:4][CH2:3][CH2:2]1.C[N:20]1[CH:24]=[CH:23][C:22]([C:25]([OH:27])=[O:26])=[CH:21]1.[CH3:28]NCCNC.C(=O)([O-])[O-].[Cs+].[Cs+]>C1(C)C=CC=CC=1.[Cu](I)I.C(Cl)(Cl)Cl>[CH:1]1([N:5]2[CH2:10][CH2:9][CH:8]([O:11][C:12]3[CH:17]=[CH:16][C:15]([N:20]4[CH:24]=[CH:23][C:22]([C:25]([O:27][CH3:28])=[O:26])=[CH:21]4)=[CH:14][CH:13]=3)[CH2:7][CH2:6]2)[CH2:4][CH2:3][CH2:2]1 |f:3.4.5|. Reported procedure: A suspension of 1-cyclobutyl-4-(4-iodophenoxy)piperidine (3 g; can be synthesized in accordance with the method described in WO2008072703), methyl 1H-pyrrole-3-carboxylic acid (1.75 g), N,N′-dimethylethylenediamine (0.592 g), copper iodide (0.32 g) and cesium carbonate (2.32 g) in toluene (8.4 mL) was stirred at 110° C. for 4 hours. The reaction mixture was left to cool to room temperature and, after adding chloroform, filtered through Celite (registered trademark). The filtrate was concentrated... The reactants are CCC(C=O)NC(c1ccccc1)(c1ccccc1)c1ccccc1, CCOCC, [Li]C(C)C, [Cl-], [NH4+]. Yields the product CCC(NC(c1ccccc1)(c1ccccc1)c1ccccc1)C(O)C(C)C. As a reaction SMILES: [C:5]([c:6]1[cH:7][cH:8][cH:9][cH:10][cH:11]1)([c:12]1[cH:13][cH:14][cH:15][cH:16][cH:17]1)([c:18]1[cH:19][cH:20][cH:21][cH:22][cH:23]1)[NH:24][CH:25]([CH:26]=[O:27])[CH2:28][CH3:29].[CH3:32][CH2:33][O:34][CH2:35][CH3:36].[CH:1]([CH3:2])([CH3:3])[Li:4].[Cl-:30].[NH4+:31]>>[CH:1]([CH3:2])([CH3:3])[CH:26]([CH:25]([NH:24][C:5]([c:6]1[cH:7][cH:8][cH:9][cH:10][cH:11]1)([c:12]1[cH:13][cH:14][cH:15][cH:16][cH:17]1)[c:18]1[cH:19][cH:20][cH:21][cH:22][cH:23]1)[CH2:28][CH3:29])[OH:27]. The reactants are C1(=CC=CC=C1)C1=C(C=C(C=C1)O)C (4-phenyl-3-methyl-phenol), C(C)(C)(C)OC(=O)N1CCC(CC1)C1=CC=C(C=C1)CO (4-(4-hydroxymethyl-phenyl)-piperidine-1-carboxylic acid tert-butyl ester), C1=CC=C(C=C1)P(C2=CC=CC=C2)C3=CC=CC=C3 (PPh3). The solvent is C1CCOC1 (THF), C1CCOC1 (THF). Run at time 12 hour. Yields the product C(C)(C)(C)OC(=O)N1CCC(CC1)C1=CC=C(C=C1)COC1=CC(=C(C=C1)C1=CC=CC=C1)C (4-[4-(4-phenyl-3-methyl-phenoxymethyl)-phenyl]-piperidine-1-carboxylic acid tert-butyl ester). Reaction SMILES: [C:1]1([C:7]2[CH:12]=[CH:11][C:10]([OH:13])=[CH:9][C:8]=2[CH3:14])[CH:6]=[CH:5][CH:4]=[CH:3][CH:2]=1.[C:15]([O:19][C:20]([N:22]1[CH2:27][CH2:26][CH:25]([C:28]2[CH:33]=[CH:32][C:31]([CH2:34]O)=[CH:30][CH:29]=2)[CH2:24][CH2:23]1)=[O:21])([CH3:18])([CH3:17])[CH3:16].C1C=CC(P(C2C=CC=CC=2)C2C=CC=CC=2)=CC=1>C1COCC1>[C:15]([O:19][C:20]([N:22]1[CH2:27][CH2:26][CH:25]([C:28]2[CH:33]=[CH:32][C:31]([CH2:34][O:13][C:10]3[CH:11]=[CH:12][C:7]([C:1]4[CH:2]=[CH:3][CH:4]=[CH:5][CH:6]=4)=[C:8]([CH3:14])[CH:9]=3)=[CH:30][CH:29]=2)[CH2:24][CH2:23]1)=[O:21])([CH3:18])([CH3:17])[CH3:16]. Procedure: To a mixture of 4-phenyl-3-methyl-phenol (1 eq), 4-(4-hydroxymethyl-phenyl)-piperidine-1-carboxylic acid tert-butyl ester (1 eq) and PPh3 (1.5 eq) in dry THF (3 mL) is added 1,1′-(azodicarbonyl)-dipipperidine (1.5 eq) in THF (1 mL). The mixture is stirred at room temperature for 12 hours. After concentration, the residue is purified by silica gel chromatography (10% EtOAc in hexanes) to give 4-[4-(4-phenyl-3-methyl-phenoxymethyl)-phenyl]-piperidine-1-carboxylic acid tert-butyl ester.